From a dataset of the Open Reaction Database (ORD), a public repository of structured organic reaction records. describe an organic reaction: reactants, conditions, products, and yield Reactants: C(C1=CC=CC=C1)OC(=O)NC1CCC(CC1)C=CC(=O)OC(C)(C)C (t-Butyl β-[4-(benzyloxycarbonylamino)cyclohexyl]acrylate). The reagents and catalysts are [C].[Pd] (palladium-carbon). Solvent: CO (methanol). Conditions: time 24 hour. Product: NC1CCC(CC1)CCC(=O)OC(C)(C)C (t-butyl 3-(4-aminocyclohexyl)propionate). The yield is 85.3%. Reaction SMILES: C(OC([NH:11][CH:12]1[CH2:17][CH2:16][CH:15]([CH:18]=[CH:19][C:20]([O:22][C:23]([CH3:26])([CH3:25])[CH3:24])=[O:21])[CH2:14][CH2:13]1)=O)C1C=CC=CC=1>CO.[C].[Pd]>[NH2:11][CH:12]1[CH2:13][CH2:14][CH:15]([CH2:18][CH2:19][C:20]([O:22][C:23]([CH3:26])([CH3:25])[CH3:24])=[O:21])[CH2:16][CH2:17]1 |f:2.3|. Procedure: t-Butyl β-[4-(benzyloxycarbonylamino)cyclohexyl]acrylate (7.00 g, 19.5 mmol) was dissolved in methanol (200 ml) and 10% palladium-carbon (700 mg) was added. The mixture was stirred at room temperature for 24 hours under a hydrogen atmosphere. The reaction mixture was filtrated and low boiling matters were distilled away from the filtrate under reduced pressure. The residue was washed with a mixed solution of n-hexane and ethyl acetate to give 3.78 g of t-butyl 3-(4-aminocyclohexyl)propionate as ... Reactants: OCc1cccc(Br)c1, O=S(=O)(Nc1ncc(Cl)nc1Cl)c1cccc(Cl)c1Cl. Product: O=S(=O)(Nc1ncc(Cl)nc1OCc1cccc(Br)c1)c1cccc(Cl)c1Cl. Reaction SMILES: [Br:1][c:2]1[cH:3][c:4]([CH2:5][OH:6])[cH:7][cH:8][cH:9]1.[Cl:10][c:11]1[c:12]([S:18](=[O:19])(=[O:20])[NH:21][c:22]2[n:23][cH:24][c:25]([Cl:29])[n:26][c:27]2[Cl:28])[cH:13][cH:14][cH:15][c:16]1[Cl:17]>>[Br:1][c:2]1[cH:3][c:4]([CH2:5][O:6][c:27]2[c:22]([NH:21][S:18]([c:12]3[c:11]([Cl:10])[c:16]([Cl:17])[cH:15][cH:14][cH:13]3)(=[O:19])=[O:20])[n:23][cH:24][c:25]([Cl:29])[n:26]2)[cH:7][cH:8][cH:9]1. Isolated yield 80.0%. Reaction SMILES: CS(O[CH2:6][C:7]12[O:37][CH:8]1[C@@H:9]1[C@H:13]([CH2:14]2)[C@H:12](/[CH:15]=[CH:16]/[C@@H:17]([O:23][CH:24]2[CH2:29][CH2:28][CH2:27][CH2:26][O:25]2)[CH2:18][CH2:19][CH2:20][CH2:21][CH3:22])[C@H:11]([O:30][CH:31]2[CH2:36][CH2:35][CH2:34][CH2:33][O:32]2)[CH2:10]1)(=O)=O.C1C2C(=CC=CC=2)C=CC=1.[Na].[Cl-].[NH4+]>O1CCCC1.CCCCCC.C(OCC)(=O)C>[OH:37][CH:8]1[C:7](=[CH2:6])[CH2:14][C@H:13]2[C@@H:9]1[CH2:10][C@@H:11]([O:30][CH:31]1[CH2:36][CH2:35][CH2:34][CH2:33][O:32]1)[C@H:12]2/[CH:15]=[CH:16]/[C@@H:17]([O:23][CH:24]1[CH2:29][CH2:28][CH2:27][CH2:26][O:25]1)[CH2:18][CH2:19][CH2:20][CH2:21][CH3:22] |f:3.4,6.7,^1:47|. The reactants are CS(=O)(=O)OCC12C([C@H]3C[C@H]([C@H]([C@H]3C1)\C=C\[C@H](CCCCC)OC1OCCCC1)OC1OCCCC1)O2 ((1S,2RS,3RS,5S,6S,7R)-3-methanesulfonyloxymethyl-2,3-epoxy-6-[(E,3S)-3-(2-tetrahydropyranyloxy)-1-octenyl]-7-(2-tetrahydropyranyloxy) bicyclo[3.3.0]octane), [Cl-].[NH4+] (ammonium chloride), [Cl-].[NH4+] (ammonium chloride), C1=CC=CC2=CC=CC=C12 (naphthalene), [Na] (sodium), crude product. Reaction conditions: time 10 minute. Procedure: A solution of the (1S,2RS,3RS,5S,6S,7R)-3-methanesulfonyloxymethyl-2,3-epoxy-6-[(E,3S)-3-(2-tetrahydropyranyloxy)-1-octenyl]-7-(2-tetrahydropyranyloxy) bicyclo[3.3.0]octane (781 mg, 1.40 mmoles) in 3 ml of tetrahydrofuran was added to an anion radical solution prepared by reacting naphthalene (1.28 g, 10 mmoles) and sodium (207 mg, 9 mmoles) in 30 ml of tetrahydrofuran at room temperature for 1 hour. The mixture was stirred at room temperature for 10 minutes. To the reaction solution was addded ... Run in O1CCCC1 (tetrahydrofuran), O1CCCC1 (tetrahydrofuran), CCCCCC.C(C)(=O)OCC (hexane ethyl acetate). The product is OC1[C@H]2C[C@H]([C@H]([C@H]2CC1=C)\C=C\[C@H](CCCCC)OC1OCCCC1)OC1OCCCC1 ((1S,2RS,5S,6S,7R)-2-hydroxy-3-methylene-6-[(E,3S)-3-(2-tetrahydropyranyloxy)-1-octenyl]-7-(2-tetrahydropyranyloxy)bicyclo[3.3.0]octane). Starting materials: C(C1=CC=CC=C1)(C1=CC=CC=C1)(C1=CC=CC=C1)N1N=C(N=N1)CC(=O)O ((2-trityl-2H-tetrazol-5-yl)-acetic acid), C1=CN(C=N1)C(=O)N2C=CN=C2 (CDI), NC1=CC=C(C=C1)C(=O)N1C2CC(CC(C1)(C2)C)(C)C ((4-amino-phenyl)-(1,3,3-trimethyl-6-aza-bicyclo[3.2.1]oct-6-yl)-methanone). Run in C1CCOC1 (THF). Reaction conditions: time 10 minute. Product: C(C1=CC=CC=C1)(C1=CC=CC=C1)(C1=CC=CC=C1)N1N=C(N=N1)CC(=O)N (2-trityl-2H-tetrazol-5-yl-acetamide). RXN SMILES: [C:1]([N:20]1[N:24]=[N:23][C:22]([CH2:25][C:26]([OH:28])=O)=[N:21]1)([C:14]1[CH:19]=[CH:18][CH:17]=[CH:16][CH:15]=1)([C:8]1[CH:13]=[CH:12][CH:11]=[CH:10][CH:9]=1)[C:2]1[CH:7]=[CH:6][CH:5]=[CH:4][CH:3]=1.C1N=C[N:31](C(N2C=NC=C2)=O)C=1.NC1C=CC(C(N2CC3(C)CC2CC(C)(C)C3)=O)=CC=1>C1COCC1>[C:1]([N:20]1[N:24]=[N:23][C:22]([CH2:25][C:26]([NH2:31])=[O:28])=[N:21]1)([C:14]1[CH:15]=[CH:16][CH:17]=[CH:18][CH:19]=1)([C:2]1[CH:3]=[CH:4][CH:5]=[CH:6][CH:7]=1)[C:8]1[CH:9]=[CH:10][CH:11]=[CH:12][CH:13]=1. Reported procedure: To a solution of (2-trityl-2H-tetrazol-5-yl)-acetic acid (0.82 g, 2.20 mmol) in dry THF (50 ml) was added CDI (0.4 g, 2.39 mmol) and the resulting mixture was stirred for 10 min. To this mixture was added (4-amino-phenyl)-(1,3,3-trimethyl-6-aza-bicyclo[3.2.1]oct-6-yl)-methanone (0.5 g, 1.84 mmol) and the stirring was continued for 18 hrs. at room temperature. The mixture was evaporated and the residue purified by column chromatography (silica gel) using EtOAc-Heptane (4:1) as eluent. Pure fracti...